This data is from the Open Reaction Database (ORD), a public repository of structured organic reaction records. The task is: describe an organic reaction: reactants, conditions, products, and yield Starting materials: O=C([O-])[O-], C=CCBr, CCC(C)=O, Oc1ccc(Cl)c(Cl)c1, [I-], [K+], [K+], [K+]. Yields the product C=CCc1c(O)ccc(Cl)c1Cl. As a reaction SMILES: [C:14](=[O:15])([O-:16])[O-:17].[CH2:10]([CH:11]=[CH2:12])[Br:13].[CH2:22]([C:23]([CH3:24])=[O:25])[CH3:26].[Cl:1][c:2]1[cH:3][c:4]([OH:9])[cH:5][cH:6][c:7]1[Cl:8].[I-:21].[K+:18].[K+:19].[K+:20]>>[Cl:1][c:2]1[c:3]([CH2:12][CH:11]=[CH2:10])[c:4]([OH:9])[cH:5][cH:6][c:7]1[Cl:8]. Reactants: ClC1=C(C(=O)OC(C)C)C=C(C(=C1)F)N1C(=NC(=C(C1=O)F)C(F)(F)F)Cl (isopropyl 2-chloro-5-[2-chloro-5-fluoro-6-oxo-4-trifluoromethyl-1(6H)-pyrimidinyl]-4-fluorobenzoate), [Na] (sodium). The solvent is C(C)(C)O (isopropanol). Product: ClC1=C(C(=O)OC(C)C)C=C(C(=C1)F)N1C(=NC(=C(C1=O)F)C(F)(F)F)OC(C)C (isopropyl 2-chloro-5-[5-fluoro-2-isopropoxy-6-oxo-4-trifluoromethyl-1(6H)-pyrimidinyl]-4-fluorobenzoate). As a reaction SMILES: [Cl:1][C:2]1[CH:13]=[C:12]([F:14])[C:11]([N:15]2[C:20](=[O:21])[C:19]([F:22])=[C:18]([C:23]([F:26])([F:25])[F:24])[N:17]=[C:16]2Cl)=[CH:10][C:3]=1[C:4]([O:6][CH:7]([CH3:9])[CH3:8])=[O:5].[Na]>C(O)(C)C>[Cl:1][C:2]1[CH:13]=[C:12]([F:14])[C:11]([N:15]2[C:20](=[O:21])[C:19]([F:22])=[C:18]([C:23]([F:26])([F:25])[F:24])[N:17]=[C:16]2[O:6][CH:7]([CH3:9])[CH3:8])=[CH:10][C:3]=1[C:4]([O:6][CH:7]([CH3:9])[CH3:8])=[O:5] |^1:27|. Reported procedure: using isopropyl 2-chloro-5-[2-chloro-5-fluoro-6-oxo-4-trifluoromethyl-1(6H)-pyrimidinyl]-4-fluorobenzoate and sodium isopropylate in isopropanol there is obtained isopropyl 2-chloro-5-[5-fluoro-2-isopropoxy-6-oxo-4-trifluoromethyl-1(6H)-pyrimidinyl]-4-fluorobenzoate, 1H-NMR (CDCl3, 400 MHz): 7.83 ppm (d,1H), 7.40 ppm (d,1H), 5.36 ppm (m,1H), 5.27 ppm (m,1H), 1.39 ppm (d,3H), 1.38 ppm (d,3H), 1.29 ppm (d,3H), 1.28 ppm (d,3H). Reactants: FC1(OC2=C(O1)C=CC(=C2)C(=O)O)F (2,2-difluorobenzo[d][1,3]dioxole-5-carboxylic acid), ON=C(C1=CN=CC=C1)N (N′-hydroxynicotinimidamide), N (NH3). The product is FC1(OC2=C(O1)C=CC(=C2)C2=NC(=NO2)C=2C=NC=CC2)F (5-(2,2-difluorobenzo[d][1,3]dioxol-5-yl)-3-(pyridin-3-yl)-1,2,4-oxadiazole). Reaction SMILES: [F:1][C:2]1([F:14])[O:6][C:5]2[CH:7]=[CH:8][C:9]([C:11]([OH:13])=O)=[CH:10][C:4]=2[O:3]1.O[N:16]=[C:17]([NH2:24])[C:18]1[CH:23]=[CH:22][CH:21]=[N:20][CH:19]=1.N>>[F:14][C:2]1([F:1])[O:6][C:5]2[CH:7]=[CH:8][C:9]([C:11]3[O:13][N:24]=[C:17]([C:18]4[CH:19]=[N:20][CH:21]=[CH:22][CH:23]=4)[N:16]=3)=[CH:10][C:4]=2[O:3]1. Reported procedure: The title compound was prepared according to Method C using 2,2-difluorobenzo[d][1,3]dioxole-5-carboxylic acid (Aldrich) and N′-hydroxynicotinimidamide (Tyger). 1H NMR (300 MHz, DMSO-d6) δ 7.66 (ddd, J=8.1, 4.8, 1.0 Hz, 1 H), 7.73 (d, J=8.5 Hz, 1 H), 8.14 (dd, J=8.5, 1.7 Hz, 1 H), 8.25 (d, J=1.7 Hz, 1 H), 8.44 (dt, J=8.2, 1.9, 1.7 Hz, 1 H), 8.82 (dd, J=4.7, 1.7 Hz, 1 H), 9.25 (dd, J=2.2, 0.8 Hz, 1 H) ppm; MS (DCI/NH3) m/z 304 (M+H)+. Reactants: O=C(O)c1ccc(Br)cc1, O=C([O-])[O-], Cc1ccccc1, [Cs+], [Cs+], CC(=O)[O-], CC(=O)[O-], [Pd+2], Nc1ccccc1, c1ccc(P(c2ccccc2)c2ccc3ccccc3c2-c2c(P(c3ccccc3)c3ccccc3)ccc3ccccc23)cc1. Reaction SMILES: [Br:54][c:55]1[cH:56][cH:57][c:58]([C:59](=[O:60])[OH:61])[cH:62][cH:63]1.[C:64](=[O:65])([O-:66])[O-:67].[CH3:70][c:71]1[cH:72][cH:73][cH:74][cH:75][cH:76]1.[Cs+:68].[Cs+:69].[O-:78][C:79]([CH3:80])=[O:81].[O-:82][C:83]([CH3:84])=[O:85].[Pd+2:77].[c:47]1([NH2:53])[cH:48][cH:49][cH:50][cH:51][cH:52]1.[cH:1]1[cH:2][cH:3][c:4]([P:5]([c:6]2[cH:7][cH:8][c:9]3[c:10]([cH:11][cH:12][cH:13][cH:14]3)[c:15]2-[c:16]2[c:17]3[c:18]([cH:19][cH:20][cH:21][cH:22]3)[cH:23][cH:24][c:25]2[P:26]([c:27]2[cH:28][cH:29][cH:30][cH:31][cH:32]2)[c:33]2[cH:34][cH:35][cH:36][cH:37][cH:38]2)[c:39]2[cH:40][cH:41][cH:42][cH:43][cH:44]2)[cH:45][cH:46]1>>[c:47]1([NH:53][c:55]2[cH:56][cH:57][c:58]([C:59](=[O:60])[OH:61])[cH:62][cH:63]2)[cH:48][cH:49][cH:50][cH:51][cH:52]1. Product: O=C(O)c1ccc(Nc2ccccc2)cc1. Starting materials: O=C([O-])[O-], CI, Cl, [K+], [K+], C1COCCO1, O, O=[N+]([O-])c1cnc2ccc(S)cc2c1-c1ccccc1. Product: CSc1ccc2ncc([N+](=O)[O-])c(-c3ccccc3)c2c1. Reaction SMILES: [C:21](=[O:22])([O-:23])[O-:24].[CH3:35][I:36].[ClH:27].[K+:25].[K+:26].[O:28]1[CH2:29][CH2:30][O:31][CH2:32][CH2:33]1.[OH2:34].[SH:1][c:2]1[cH:3][c:4]2[c:5](-[c:15]3[cH:16][cH:17][cH:18][cH:19][cH:20]3)[c:6]([N+:12](=[O:13])[O-:14])[cH:7][n:8][c:9]2[cH:10][cH:11]1>>[S:1]([c:2]1[cH:3][c:4]2[c:5](-[c:15]3[cH:16][cH:17][cH:18][cH:19][cH:20]3)[c:6]([N+:12](=[O:13])[O-:14])[cH:7][n:8][c:9]2[cH:10][cH:11]1)[CH3:21]. Reactants: COC=1C=C(C=CC1)C=1N=C2N(C=CC=C2C(=O)OCC)C1 (Ethyl (2-(3-methoxyphenyl)imidazo[1,2-a]pyridin-8-yl)carboxylate), ( 22 ), ( 16 ), ( 100 ), ( 12 ). The solvent is C(Cl)(Cl)(Cl)Cl (CCl4). Yields the product OCC=1C=2N(C=CC1)C=C(N2)C2=CC(=CC=C2)OC (8-Hydroxymethyl-2-(3-methoxyphenyl)imidazo[1,2-a]pyridine). RXN SMILES: [CH3:1][O:2][C:3]1[CH:4]=[C:5]([C:9]2[N:10]=[C:11]3[C:16]([C:17](OCC)=[O:18])=[CH:15][CH:14]=[CH:13][N:12]3[CH:22]=2)[CH:6]=[CH:7][CH:8]=1>C(Cl)(Cl)(Cl)Cl>[OH:18][CH2:17][C:16]1[C:11]2[N:12]([CH:22]=[C:9]([C:5]3[CH:6]=[CH:7][CH:8]=[C:3]([O:2][CH3:1])[CH:4]=3)[N:10]=2)[CH:13]=[CH:14][CH:15]=1. Reported procedure: From 2d (yield: 83%) as an oil; IR (CCl4) 2956, 1550, 1253 cm−1; 1H NMR (400 MHz, CDCl3) δ 3.89 (s, 3H), 5.05 (s, 2H), 6.74 (t, 1H, J=7 Hz), 6.89 (dd, 1H, J=2.5, 8 Hz), 7.06 (d, 1H, J=7 Hz), 7.34 (t, 1H, J=8 Hz), 7.51 (d, 1H, J=8 Hz), 7.54 (d, 1H, J=2.5 Hz), 7.83 (s, 1H), 8.03 (d, 1H, J=7 Hz); 13C NMR (100 MHz, CDCl3) δ 55.4, 62.6, 108.4, 111.4, 112.4, 113.9, 118.6, 121.4, 124.6, 129.7, 129.8, 134.9, 144.6, 144.9, 160.0; MS m/z 254 (M+, 58), 253 (100), 238 (12), 225 (22), 210 (16).